Dataset: the Open Reaction Database (ORD), a public repository of structured organic reaction records. Task: describe an organic reaction: reactants, conditions, products, and yield The reactants are C(N)(=S)C=1C=C(C(=O)OCC)C=CC1 (ethyl 3-thiocarbamoylbenzoate), C(C)(C)(C)C1=CC=C(C(CBr)=O)C=C1 (4-t-butylphenacyl bromide). Yields the product C(C)(C)(C)C1=CC=C(C=C1)C=1N=C(SC1)C=1C=C(C(=O)OCC)C=CC1 (ethyl 3-[4-(4-t-butylphenyl)-2-thiazolyl]benzoate). Yield: 37.0%. As a reaction SMILES: [C:1]([C:4]1[CH:5]=[C:6]([CH:12]=[CH:13][CH:14]=1)[C:7]([O:9][CH2:10][CH3:11])=[O:8])(=[S:3])[NH2:2].[C:15]([C:19]1[CH:28]=[CH:27][C:22]([C:23](=O)[CH2:24]Br)=[CH:21][CH:20]=1)([CH3:18])([CH3:17])[CH3:16]>>[C:15]([C:19]1[CH:20]=[CH:21][C:22]([C:23]2[N:2]=[C:1]([C:4]3[CH:5]=[C:6]([CH:12]=[CH:13][CH:14]=3)[C:7]([O:9][CH2:10][CH3:11])=[O:8])[S:3][CH:24]=2)=[CH:27][CH:28]=1)([CH3:18])([CH3:17])[CH3:16]. Procedure: In the same manner as in Example 74, ethyl 3-thiocarbamoylbenzoate was reacted with 4-t-butylphenacyl bromide to obtain ethyl 3-[4-(4-t-butylphenyl)-2-thiazolyl]benzoate. The product was recrystallized from ethanol. Yield: 37%. Pale yellow prisms. Melting point: 96 to 97° C. The reactants are Cn1ncc(C(=O)O)c1C(F)(F)F, Cc1nc(C(=O)N2C(CN)CC3CC32)c(-c2cccc(F)c2)s1. Product: Cc1nc(C(=O)N2C(CNC(=O)c3cnn(C)c3C(F)(F)F)CC3CC32)c(-c2cccc(F)c2)s1. As a reaction SMILES: [CH3:24][n:25]1[n:26][cH:27][c:28]([C:34](=[O:35])[OH:36])[c:29]1[C:30]([F:31])([F:32])[F:33].[NH2:1][CH2:2][CH:3]1[N:4]([C:9](=[O:10])[c:11]2[n:12][c:13]([CH3:23])[s:14][c:15]2-[c:16]2[cH:17][c:18]([F:22])[cH:19][cH:20][cH:21]2)[CH:5]2[CH2:6][CH:7]2[CH2:8]1>>[NH:1]([CH2:2][CH:3]1[N:4]([C:9](=[O:10])[c:11]2[n:12][c:13]([CH3:23])[s:14][c:15]2-[c:16]2[cH:17][c:18]([F:22])[cH:19][cH:20][cH:21]2)[CH:5]2[CH2:6][CH:7]2[CH2:8]1)[C:34]([c:28]1[cH:27][n:26][n:25]([CH3:24])[c:29]1[C:30]([F:31])([F:32])[F:33])=[O:35].